Dataset: the Open Reaction Database (ORD), a public repository of structured organic reaction records. Task: describe an organic reaction: reactants, conditions, products, and yield Reactants: CCN=C=NCCCN(C)C.Cl (EDCI.HCl), C=1C=CC2=C(C1)N=NN2O (HOBt), CCN(C(C)C)C(C)C (DIPEA), Cl.C1(=CC=CC=C1)C1=CC(=NN1)C(=O)O (5-phenyl-1H-pyrazole-3-carboxylic acid hydrochloride), Cl.NCC(=O)N1CCN(CC1)C(C1=C(C=CC(=C1)OC)Br)=O (2-amino-1-[4-(2-bromo-5-methoxy-benzoyl)-piperazin-1-yl]-ethanone hydrochloride). Solvent: CN(C)C=O (DMF), O (Water). Run at temperature 10 celsius, time 8 hour. Yields the product BrC1=C(C(=O)N2CCN(CC2)C(CNC(=O)C2=NNC(=C2)C2=CC=CC=C2)=O)C=C(C=C1)OC (5-phenyl-1H-pyrazole-3-carboxylic acid {2-[4-(2-bromo-5-methoxy-benzoyl)-piperazin-1-yl]-2-oxo-ethyl}-amide). Yield: 59.0%. As a reaction SMILES: C1C=CC2N(O)N=NC=2C=1.CCN(C(C)C)C(C)C.Cl.[C:21]1([C:27]2[NH:31][N:30]=[C:29]([C:32]([OH:34])=O)[CH:28]=2)[CH:26]=[CH:25][CH:24]=[CH:23][CH:22]=1.CCN=C=NCCCN(C)C.Cl.Cl.[NH2:48][CH2:49][C:50]([N:52]1[CH2:57][CH2:56][N:55]([C:58](=[O:68])[C:59]2[CH:64]=[C:63]([O:65][CH3:66])[CH:62]=[CH:61][C:60]=2[Br:67])[CH2:54][CH2:53]1)=[O:51]>CN(C=O)C.O>[Br:67][C:60]1[CH:61]=[CH:62][C:63]([O:65][CH3:66])=[CH:64][C:59]=1[C:58]([N:55]1[CH2:54][CH2:53][N:52]([C:50](=[O:51])[CH2:49][NH:48][C:32]([C:29]2[CH:28]=[C:27]([C:21]3[CH:22]=[CH:23][CH:24]=[CH:25][CH:26]=3)[NH:31][N:30]=2)=[O:34])[CH2:57][CH2:56]1)=[O:68] |f:2.3,4.5,6.7|. Procedure: HOBt (22 mg, 0.16 mmol) and DIPEA (66 mg, 0.51 mmol) were added to a stirred solution of 5-phenyl-1H-pyrazole-3-carboxylic acid hydrochloride (29 mg, 0.13 mmol) in DMF (1.0 mL). The mixture was then cooled to 10° C. and EDCI.HCl (30.5 mg, 0.16 mmol) followed by 2-amino-1-[4-(2-bromo-5-methoxy-benzoyl)-piperazin-1-yl]-ethanone hydrochloride (50 mg, 0.13 mmol) were added. The reaction mixture was then stirred at room temperature overnight. Water was added, and the resulting precipitate was isolate...